Task: describe an organic reaction: reactants, conditions, products, and yield. Dataset: the Open Reaction Database (ORD), a public repository of structured organic reaction records Starting materials: C1(CCCCC1)CC1(CCN(CC1)C1=CC=C(C(=O)OCC)C=C1)OC (ethyl 4-(4-(cyclohexylmethyl)-4-methoxypiperidin-1-yl)benzoate), [OH-].[Na+] (NaOH), Cl (HCl). The solvent is O1CCOCC1 (dioxane). Conditions: time 8 hour. Product: C1(CCCCC1)CC1(CCN(CC1)C1=CC=C(C(=O)O)C=C1)OC (4-(4-(cyclohexylmethyl)-4-methoxypiperidin-1-yl)benzoic acid). As a reaction SMILES: [CH:1]1([CH2:7][C:8]2([O:25][CH3:26])[CH2:13][CH2:12][N:11]([C:14]3[CH:24]=[CH:23][C:17]([C:18]([O:20]CC)=[O:19])=[CH:16][CH:15]=3)[CH2:10][CH2:9]2)[CH2:6][CH2:5][CH2:4][CH2:3][CH2:2]1.[OH-].[Na+].Cl>O1CCOCC1>[CH:1]1([CH2:7][C:8]2([O:25][CH3:26])[CH2:13][CH2:12][N:11]([C:14]3[CH:24]=[CH:23][C:17]([C:18]([OH:20])=[O:19])=[CH:16][CH:15]=3)[CH2:10][CH2:9]2)[CH2:2][CH2:3][CH2:4][CH2:5][CH2:6]1 |f:1.2|. Procedure details: A solution of Example 1G (300 mg) in dioxane (5 mL) was treated with 1N NaOH (2 mL), stirred overnight, acidified with 1N HCl, extracted with ethyl acetate (3×), dried (MgSO4), and filtered. Concentration of the filtrate gave the desired product. Reactants: C=1C=C(C(=C2C1N=CC=N2)Br)NC3=NCCN3 (Brimonidine), C1(\C=C/C(=O)O1)=O (maleic anhydride). The solvent is C(C)O (ethanol). Conditions: temperature 50 celsius, time 2 hour. Yields the product BrC1=C2N=CC=NC2=CC=C1N1C=2N(C(CC1C(=O)O)=O)CCN2 (8-(5-bromoquinoxalin-6-yl)-5-oxo-2,3,5,6,7,8-hexahydroimidazo[1,2-a]pyrimidine-7-carboxylic acid). Isolated yield 112.3%. RXN SMILES: [CH:1]1[CH:2]=[C:3]([NH:12][C:13]2[NH:17][CH2:16][CH2:15][N:14]=2)[C:4]([Br:11])=[C:5]2[N:10]=[CH:9][CH:8]=[N:7][C:6]=12.[C:18]1(=[O:24])[O:23][C:21](=[O:22])[CH:20]=[CH:19]1>C(O)C>[Br:11][C:4]1[C:3]([N:12]2[CH:20]([C:21]([OH:23])=[O:22])[CH2:19][C:18](=[O:24])[N:17]3[CH2:16][CH2:15][N:14]=[C:13]23)=[CH:2][CH:1]=[C:6]2[C:5]=1[N:10]=[CH:9][CH:8]=[N:7]2. Reported procedure: Brimonidine (7.0 g) and maleic anhydride (3.53 g) were added to ethanol free chloroform (200 ml) and heated to 50° C. overnight. The solvent was evaporated and the residue slurried in MeCN (50 ml) at 30° C. for 2 h. The resultant solid was filtered washed with MeCN (25 ml) and dried in an oven at 40° C. to yield 10.5 g of 8-(5-bromoquinoxalin-6-yl)-5-oxo-2,3,5,6,7,8-hexahydroimidazo[1,2-a]pyrimidine-7-carboxylic acid. The reactants are 46, solution, C[Si]([N-][Si](C)(C)C)(C)C.[Li+] (lithium hexamethyldisilazide), CC1=CC=C(C=C1)C(C)=O (4'-methylacetophenone), Cl (HCl), C(C)OC(C(=O)OCC)OCC (ethyl diethoxyacetate). The solvent is O1CCCC1 (THF), O1CCCC1 (THF), O1CCCC1 (tetrahydrofuran), O1CCCC1 (THF). Reaction conditions: temperature -70 celsius, time 1 hour. Yields the product CC1=CC=C(C=C1)C(CC(C(OCC)OCC)=O)=O (1-(4'-Methylphenyl)-4,4-diethoxybutan-1,3-dione). As a reaction SMILES: C[Si](C)(C)[N-][Si](C)(C)C.[Li+].[CH3:11][C:12]1[CH:17]=[CH:16][C:15]([C:18](=[O:20])[CH3:19])=[CH:14][CH:13]=1.[CH2:21]([O:23][CH:24]([O:30][CH2:31][CH3:32])[C:25](OCC)=[O:26])[CH3:22].Cl>O1CCCC1>[CH3:11][C:12]1[CH:17]=[CH:16][C:15]([C:18](=[O:20])[CH2:19][C:25](=[O:26])[CH:24]([O:30][CH2:31][CH3:32])[O:23][CH2:21][CH3:22])=[CH:14][CH:13]=1 |f:0.1|. Procedure details: A 1.0 M solution of lithium hexamethyldisilazide in THF (310 mmol, 310 mL) was diluted with 20 mL of THF and cooled to -70° C. (internal temperature) with an acetone/dry ice bath under N2. A solution of 4'-methylacetophenone (150 mmol, 20.1 g, 20 mL) in 50 mL of tetrahydrofuran (THF) was added dropwise over a 15 min period, keeping the internal temperature below -60° C. After 1 h, the cooling bath was removed and the temperature was allowed to rise to -25° C. The reaction flask was immersed in a...